Dataset: the Open Reaction Database (ORD), a public repository of structured organic reaction records. Task: describe an organic reaction: reactants, conditions, products, and yield The reactants are NC1=NC=2C=C(C=NC2C2=C1N=C(N2CC(C)(O)C)CC)Br (1-(4-amino-7-bromo-2-ethyl-1H-imidazo[4,5-c][1,5]naphthyridin-1-yl)-2-methylpropan-2-ol), N1=CC(=CC2=CC=CC=C12)B(O)O (3-quinolineboronic acid), C([O-])([O-])=O.[Na+].[Na+] (sodium carbonate), O (water). The reagents and catalysts are C(C)(=O)[O-].[Pd+2].C(C)(=O)[O-] (palladium (II) acetate), C1(=CC=CC=C1)P(C1=CC=CC=C1)C1=CC=CC=C1 (triphenylphosphine). The solvent is C(CC)O (1-propanol). Yields the product NC1=NC=2C=C(C=NC2C2=C1N=C(N2CC(C)(O)C)CC)C=2C=NC1=CC=CC=C1C2 (1-[4-amino-2-ethyl-7-(quinolin-3-yl)-1H-imidazo[4,5-c][1,5]naphthyridin-1-yl)-2-methylpropan-2-ol). Yield: 52.1%. Reaction SMILES: [NH2:1][C:2]1[C:11]2[N:12]=[C:13]([CH2:20][CH3:21])[N:14]([CH2:15][C:16]([CH3:19])([OH:18])[CH3:17])[C:10]=2[C:9]2[N:8]=[CH:7][C:6](Br)=[CH:5][C:4]=2[N:3]=1.[N:23]1[C:32]2[C:27](=[CH:28][CH:29]=[CH:30][CH:31]=2)[CH:26]=[C:25](B(O)O)[CH:24]=1.C(=O)([O-])[O-].[Na+].[Na+].O>C(O)CC.C([O-])(=O)C.[Pd+2].C([O-])(=O)C.C1(P(C2C=CC=CC=2)C2C=CC=CC=2)C=CC=CC=1>[NH2:1][C:2]1[C:11]2[N:12]=[C:13]([CH2:20][CH3:21])[N:14]([CH2:15][C:16]([CH3:19])([OH:18])[CH3:17])[C:10]=2[C:9]2[N:8]=[CH:7][C:6]([C:25]3[CH:24]=[N:23][C:32]4[C:27]([CH:26]=3)=[CH:28][CH:29]=[CH:30][CH:31]=4)=[CH:5][C:4]=2[N:3]=1 |f:2.3.4,7.8.9|. Procedure details: The method described in Example 152 was used to treat 1-(4-amino-7-bromo-2-ethyl-1H-imidazo[4,5-c][1,5]naphthyridin-1-yl)-2-methylpropan-2-ol (1.0 g, 2.7 mmol) and 3-quinolineboronic acid (0.52 g, 3.0 mmol) in 1-propanol (10 mL) with triphenylphosphine (21.6 mg, 0.0820 mmol), aqueous sodium carbonate (4.1 mL of 2 M), water (2 mL), and palladium (II) acetate (6.2 mg, 0.027 mmol) with the following modifications. The reaction mixture was heated at reflux for four hours. The crude product was purif... Reactants: C#Cc1ccccc1, COCCOC, CCN(C(C)C)C(C)C, ClCCl, Nc1c(Cl)ncnc1Cl, [Cu]I, c1ccc(P(c2ccccc2)(c2ccccc2)[Pd](P(c2ccccc2)(c2ccccc2)c2ccccc2)(P(c2ccccc2)(c2ccccc2)c2ccccc2)P(c2ccccc2)(c2ccccc2)c2ccccc2)cc1. Product: Nc1c(Cl)ncnc1C#Cc1ccccc1. As a reaction SMILES: [C:1](#[CH:2])[c:3]1[cH:4][cH:5][cH:6][cH:7][cH:8]1.[CH3:27][O:28][CH2:29][CH2:30][O:31][CH3:32].[CH:18]([N:19]([CH2:20][CH3:21])[CH:22]([CH3:23])[CH3:24])([CH3:25])[CH3:26].[Cl:33][CH2:34][Cl:35].[Cl:9][c:10]1[n:11][cH:12][n:13][c:14]([Cl:17])[c:15]1[NH2:16].[Cu:113][I:114].[cH:36]1[cH:37][cH:38][c:39]([P:40]([Pd:41]([P:42]([c:43]2[cH:44][cH:45][cH:46][cH:47][cH:48]2)([c:49]2[cH:50][cH:51][cH:52][cH:53][cH:54]2)[c:55]2[cH:56][cH:57][cH:58][cH:59][cH:60]2)([P:61]([c:62]2[cH:63][cH:64][cH:65][cH:66][cH:67]2)([c:68]2[cH:69][cH:70][cH:71][cH:72][cH:73]2)[c:74]2[cH:75][cH:76][cH:77][cH:78][cH:79]2)[P:80]([c:81]2[cH:82][cH:83][cH:84][cH:85][cH:86]2)([c:87]2[cH:88][cH:89][cH:90][cH:91][cH:92]2)[c:93]2[cH:94][cH:95][cH:96][cH:97][cH:98]2)([c:99]2[cH:100][cH:101][cH:102][cH:103][cH:104]2)[c:105]2[cH:106][cH:107][cH:108][cH:109][cH:110]2)[cH:111][cH:112]1>>[C:1](#[C:2][c:14]1[n:13][cH:12][n:11][c:10]([Cl:9])[c:15]1[NH2:16])[c:3]1[cH:4][cH:5][cH:6][cH:7][cH:8]1.